The task is: describe an organic reaction: reactants, conditions, products, and yield. This data is from the Open Reaction Database (ORD), a public repository of structured organic reaction records. The reactants are C1(CCCCC1)C1CCN=C(CC1)OC (4-cyclohexyl-3,4,5,6-tetrahydro-7-methoxy-2H-azepine), [Cl-].[NH4+] (ammonium chloride), title material. Run in CO (MeOH). Product: Cl.C1(CCCCC1)C1CCC(NCC1)=N (5-cyclohexyl-hexahydro-1H-azepin-2-imine, monohydrochloride). Reaction SMILES: [CH:1]1([CH:7]2[CH2:13][CH2:12][C:11](OC)=[N:10][CH2:9][CH2:8]2)[CH2:6][CH2:5][CH2:4][CH2:3][CH2:2]1.[Cl-:16].[NH4+:17]>CO>[ClH:16].[CH:1]1([CH:7]2[CH2:8][CH2:9][NH:10][C:11](=[NH:17])[CH2:12][CH2:13]2)[CH2:6][CH2:5][CH2:4][CH2:3][CH2:2]1 |f:1.2,4.5|. Procedure: The product of EXAMPLE 73 in MeOH is reacted with ammonium chloride by the method of EXAMPLE 27 to generate the title material. Reactants: CCCN, CS(C)=O, O=[N+]([O-])c1ccc(F)c(-c2nc3cc(Cl)ccc3o2)c1. Product: CCCNc1ccc([N+](=O)[O-])cc1-c1nc2cc(Cl)ccc2o1. As a reaction SMILES: [CH3:21][CH2:22][CH2:23][NH2:24].[CH3:25][S:26]([CH3:27])=[O:28].[N+:1](=[O:2])([O-:3])[c:4]1[cH:5][c:6](-[c:11]2[o:12][c:13]3[c:14]([n:15]2)[cH:16][c:17]([Cl:20])[cH:18][cH:19]3)[c:7]([F:10])[cH:8][cH:9]1>>[N+:1](=[O:2])([O-:3])[c:4]1[cH:5][c:6](-[c:11]2[o:12][c:13]3[c:14]([n:15]2)[cH:16][c:17]([Cl:20])[cH:18][cH:19]3)[c:7]([NH:24][CH2:23][CH2:22][CH3:21])[cH:8][cH:9]1. Starting materials: [Li]CCCC, CCCCCC, C1CCOC1, O=C=O, O=c1[nH]c(Cc2ccccc2)no1. Product: O=C(O)C(c1ccccc1)c1noc(=O)[nH]1. RXN SMILES: [CH2:1]([Li:2])[CH2:3][CH2:4][CH3:5].[CH3:27][CH2:28][CH2:29][CH2:30][CH2:31][CH3:32].[O:19]1[CH2:20][CH2:21][CH2:22][CH2:23]1.[O:24]=[C:25]=[O:26].[c:6]1([CH2:12][c:13]2[n:14][o:15][c:16](=[O:18])[nH:17]2)[cH:7][cH:8][cH:9][cH:10][cH:11]1>>[c:6]1([CH:12]([c:13]2[n:14][o:15][c:16](=[O:18])[nH:17]2)[C:25](=[O:24])[OH:26])[cH:7][cH:8][cH:9][cH:10][cH:11]1. Run at time 1 hour. Yields the product C(C)S(=O)(=O)C1=C(SC=C1)C=1OC2=C(N1)C=C(C=C2)SC(F)(F)F (2-(3-ethylsulfonylthiophen-2-yl)-5-(trifluoromethylthio)benzoxazole). As a reaction SMILES: Cl[C:2]1C=C(C=C[CH:11]=1)C(OO)=O.C(S[C:15]1[CH:19]=[CH:18][S:17][C:16]=1[C:20]1[O:21][C:22]2[CH:28]=[CH:27][C:26]([S:29][C:30]([F:33])([F:32])[F:31])=[CH:25][C:23]=2[N:24]=1)C.[S:34]([O-:38])([O-])(=[O:36])=S.[Na+].[Na+]>C(Cl)(Cl)Cl>[CH2:2]([S:34]([C:15]1[CH:19]=[CH:18][S:17][C:16]=1[C:20]1[O:21][C:22]2[CH:28]=[CH:27][C:26]([S:29][C:30]([F:32])([F:33])[F:31])=[CH:25][C:23]=2[N:24]=1)(=[O:38])=[O:36])[CH3:11] |f:2.3.4|. Procedure: 3.08 g of 3-chloroperoxybenzoic acid (purity of 65% or more) was added to a mixture of 2.44 g of 2-(3-ethylthiothiophen-2-yl)-5-(trifluoromethylthio)benzoxazole and 20 ml of chloroform, under ice cooling, and the mixture was stirred at room temperature for 1 hour. A 10% aqueous sodium thiosulfate solution was poured into the reaction mixture, and the mixture was extracted with chloroform. The organic layer was washed with a saturated aqueous sodium bicarbonate solution and dried over anhydrous s... The reactants are ClC=1C=C(C(=O)OO)C=CC1 (3-chloroperoxybenzoic acid), C(C)SC1=C(SC=C1)C=1OC2=C(N1)C=C(C=C2)SC(F)(F)F (2-(3-ethylthiothiophen-2-yl)-5-(trifluoromethylthio)benzoxazole), S(=S)(=O)([O-])[O-].[Na+].[Na+] (sodium thiosulfate). Solvent: C(Cl)(Cl)Cl (chloroform). The reactants are N[C@H](C(=O)O)CC1=CC=C(C=C1)OCCC=1N=C(OC1C)C1=CC=CC=C1 ((2S)-2-amino-3-{4-[2-(5-methyl-2-phenyl-1,3oxazol-4-yl)ethoxy]phenyl}propanoic acid), C(=O)(C(F)(F)F)O (TFA), C1(=CC=CC=C1)C(CC(CCCC)=O)=O (1-(phenyl)-1,3-heptanedione). The product is C(CCC)/C(=C/C(C1=CC=CC=C1)=O)/N[C@H](C(=O)O)CC1=CC=C(C=C1)OCCC=1N=C(OC1C)C1=CC=CC=C1 ((2S)-2-{[(Z)-1-butyl-3-oxo-3-phenyl-1-propenyl]amino}-3-{4-[2-(5-methyl-2-phenyl-1,3-oxazol-4-yl)ethoxy]phenyl}propanoic acid), Example 23. The yield is 25.0%. As a reaction SMILES: [NH2:1][C@@H:2]([CH2:6][C:7]1[CH:12]=[CH:11][C:10]([O:13][CH2:14][CH2:15][C:16]2[N:17]=[C:18]([C:22]3[CH:27]=[CH:26][CH:25]=[CH:24][CH:23]=3)[O:19][C:20]=2[CH3:21])=[CH:9][CH:8]=1)[C:3]([OH:5])=[O:4].C(O)(C(F)(F)F)=O.[C:35]1([C:41](=[O:49])[CH2:42][C:43](=O)[CH2:44][CH2:45][CH2:46][CH3:47])[CH:40]=[CH:39][CH:38]=[CH:37][CH:36]=1>>[CH2:44](/[C:43](/[NH:1][C@@H:2]([CH2:6][C:7]1[CH:12]=[CH:11][C:10]([O:13][CH2:14][CH2:15][C:16]2[N:17]=[C:18]([C:22]3[CH:27]=[CH:26][CH:25]=[CH:24][CH:23]=3)[O:19][C:20]=2[CH3:21])=[CH:9][CH:8]=1)[C:3]([OH:5])=[O:4])=[CH:42]/[C:41](=[O:49])[C:35]1[CH:40]=[CH:39][CH:38]=[CH:37][CH:36]=1)[CH2:45][CH2:46][CH3:47]. Reported procedure: The title compound was prepared (as described above for the preparation of Example 2) from 1.0 g (2.05 mmol) of Intermediate 45 (as the TFA salt) and 0.86 g (4.2 mmol) of Intermediate 18 to yield 290 mg (25% yield) of Example 23 as a solid: TLC (EtOAc/MeOH , 7/3): Rf=0.55; 1H NMR (DMSO-d6, 400 MHz) δ11.59 (d, 1H, J=9.7), 7.86 (m, 2H), 7.76 (m, 2H), 7.48-7.34 (m, 6H), 7.10 (d, 2H, J=8.5), 7.10 (t, 2H, J=8.4), 6.8 (d, 2H, J=8.6), 5.52 (s, 1H), 4.12 (t, 2H, J=6.5), 4.02 (m, 1H), 3.16 (m, 1H), 2.86 ... The reactants are BrC1=C(C(=O)OC)C=C(C=C1)C (methyl 2-bromo-5-methylbenzoate), C(CCC)[Sn](C(=C)OCC)(CCCC)CCCC (tributyl(1-ethoxyethenyl)stannane). The reagents and catalysts are Cl[Pd]([P](C1=CC=CC=C1)(C2=CC=CC=C2)C3=CC=CC=C3)([P](C4=CC=CC=C4)(C5=CC=CC=C5)C6=CC=CC=C6)Cl (bis(triphenylphosphine)palladium(II) dichloride). Solvent: CN(C=O)C (N,N-dimethylformamide). Run at temperature 100 celsius, time 1 hour. Product: C(C)(=O)C1=C(C(=O)OC)C=C(C=C1)C (Methyl 2-acetyl-5-methylbenzoate). Reaction SMILES: Br[C:2]1[CH:11]=[CH:10][C:9]([CH3:12])=[CH:8][C:3]=1[C:4]([O:6][CH3:7])=[O:5].C([Sn](CCCC)(CCCC)[C:18]([O:20]CC)=[CH2:19])CCC>Cl[Pd](Cl)([P](C1C=CC=CC=1)(C1C=CC=CC=1)C1C=CC=CC=1)[P](C1C=CC=CC=1)(C1C=CC=CC=1)C1C=CC=CC=1.CN(C)C=O>[C:18]([C:2]1[CH:11]=[CH:10][C:9]([CH3:12])=[CH:8][C:3]=1[C:4]([O:6][CH3:7])=[O:5])(=[O:20])[CH3:19] |^1:33,52|. Procedure: To a N,N-dimethylformamide (8.5 mL) solution of methyl 2-bromo-5-methylbenzoate (752 mg), tributyl(1-ethoxyethenyl)stannane (1.22 mL) and bis(triphenylphosphine)palladium(II) dichloride (115.1 mg) were added, and the resultant was stirred at 100° C. for 1 hour. The reaction solution was allowed to cool to room temperature and then filtered through Celite, and the filtrate was concentrated under reduced pressure. Acetone (10 mL) and a 1 mol/L aqueous hydrochloric acid solution (3.0 mL) were added...